This data is from the Open Reaction Database (ORD), a public repository of structured organic reaction records. The task is: describe an organic reaction: reactants, conditions, products, and yield Reactants: O=C(Nc1ccc(Br)c(F)c1)c1cc(Cl)ccc1O, O=C([O-])[O-], ClCCl, [K+], [K+], C1COCCO1, O, OB(O)c1ccncc1. Yields the product O=C(Nc1ccc(-c2ccncc2)c(F)c1)c1cc(Cl)ccc1O. RXN SMILES: [Br:19][c:20]1[c:21]([F:37])[cH:22][c:23]([NH:26][C:27]([c:28]2[c:29]([OH:35])[cH:30][cH:31][c:32]([Cl:34])[cH:33]2)=[O:36])[cH:24][cH:25]1.[C:10](=[O:11])([O-:12])[O-:13].[Cl:16][CH2:17][Cl:18].[K+:14].[K+:15].[O:38]1[CH2:39][CH2:40][O:41][CH2:42][CH2:43]1.[OH2:44].[n:1]1[cH:2][cH:3][c:4]([B:7]([OH:8])[OH:9])[cH:5][cH:6]1>>[n:1]1[cH:2][cH:3][c:4](-[c:20]2[c:21]([F:37])[cH:22][c:23]([NH:26][C:27]([c:28]3[c:29]([OH:35])[cH:30][cH:31][c:32]([Cl:34])[cH:33]3)=[O:36])[cH:24][cH:25]2)[cH:5][cH:6]1. Starting materials: C[Si]1(C=C[Si](C=C1)(OC)C)OC (1,4-dimethyl-1,4-dimethoxy-1,4-disilacyclohexadiene), [OH-].[K+] (potassium hydroxide), [SiH4] (silane), [OH-].[K+] (KOH). The solvent is CO.O (methanol water). Yields the product C[Si]1=CC=[Si](CC1)C (1,4-dimethyl- 1,4-disilacyclohexadiene), [SiH](=O)[O-].[K+] (potassium silanoate). As a reaction SMILES: [CH3:1][Si:2]1([O:11]C)[CH:7]=[CH:6][Si:5]([CH3:10])(OC)[CH:4]=[CH:3]1.[OH-:13].[K+:14].[SiH4]>CO.O>[CH3:1][Si:2]1[CH2:7][CH2:6][Si:5]([CH3:10])=[CH:4][CH:3]=1.[SiH:2]([O-:11])=[O:13].[K+:14] |f:1.2,4.5,7.8|. Procedure details: The impure sym-1,4-dimethyl-1,4-dimethoxy-1,4-disilacyclohexadiene is next reacted with potassium hydroxide dissolved in a methanol/water solution by slowly adding the silane to the KOH solution. The solution is then filtered and vacuum dried to remove most of the solvent. Tetrahydrofuran is then added, causing a precipitate to form. The precipitate is next filtered and washed with tetrahydrofuran and ether, and then recrystallized from isopropanol. A final wash of the solids with isopropanol an... Reactants: O.[O-]P(=O)([O-])[O-].[K+].[K+].[K+] (potassium phosphate tribasic monohydrate), heterocyclyl, heteroaryl substituted phenylsulfonyl, C1(=CC=CC=C1)P(C1=C(C2=CC=CC=C2C=C1)C1=C(C=CC2=CC=CC=C12)P(C1=CC=CC=C1)C1=CC=CC=C1)C1=CC=CC=C1 (rac-2,2′-bis (diphenylphosphino)-1,1′-binaphthyl), BrC1=CC=C(C=C1)S(=O)(=O)NC1=C(C=C(C=C1)Cl)C(=O)C1=CC=NC=C1 (4-Bromo-N-[4-chloro-2-(pyridine-4-carbonyl)-phenyl]-benzenesulfonamide), N1CCS(CC1)(=O)=O (thiomorpholine 1,1-dioxide). Reagents/catalysts: [Pd] (Pd). Solvent: O1CCOCC1 (dioxane). The product is ClC1=CC(=C(C=C1)NS(=O)(=O)C1=CC=C(C=C1)N1CCS(CC1)(=O)=O)C(=O)C1=CC=NC=C1 (N-[4-Chloro-2(pyridine-4-carbonyl)-phenyl]-4-(1,1-dioxo-thiomorpholin-4-yl)-benzenesulfonamide). As a reaction SMILES: Br[C:2]1[CH:7]=[CH:6][C:5]([S:8]([NH:11][C:12]2[CH:17]=[CH:16][C:15]([Cl:18])=[CH:14][C:13]=2[C:19]([C:21]2[CH:26]=[CH:25][N:24]=[CH:23][CH:22]=2)=[O:20])(=[O:10])=[O:9])=[CH:4][CH:3]=1.O.[O-]P([O-])([O-])=O.[K+].[K+].[K+].C1(P(C2C=CC=CC=2)C2C=CC3C(=CC=CC=3)C=2C2C3C(=CC=CC=3)C=CC=2P(C2C=CC=CC=2)C2C=CC=CC=2)C=CC=CC=1.[NH:82]1[CH2:87][CH2:86][S:85](=[O:89])(=[O:88])[CH2:84][CH2:83]1>O1CCOCC1.[Pd]>[Cl:18][C:15]1[CH:16]=[CH:17][C:12]([NH:11][S:8]([C:5]2[CH:6]=[CH:7][C:2]([N:82]3[CH2:87][CH2:86][S:85](=[O:89])(=[O:88])[CH2:84][CH2:83]3)=[CH:3][CH:4]=2)(=[O:10])=[O:9])=[C:13]([C:19]([C:21]2[CH:26]=[CH:25][N:24]=[CH:23][CH:22]=2)=[O:20])[CH:14]=1 |f:1.2.3.4.5|. Reported procedure: The title compound was prepared according to the general procedure for the synthesis of heterocyclyl and heteroaryl substituted phenylsulfonyl derivatives previously described, using 4-Bromo-N-[4-chloro-2-(pyridine-4-carbonyl)-phenyl]-benzenesulfonamide 0.3 g (0.66 mmol), potassium phosphate tribasic monohydrate 0.91 g (3.96 mmol), rac-2,2′-bis (diphenylphosphino)-1,1′-binaphthyl 0.12 g (0.198 mmol), thiomorpholine 1,1-dioxide 0.44 g (3.3 mmol) and Pd (dba)3 60 mg (0.066 mmol) in 6 ml dioxane, f... Starting materials: BrCc1ccccc1, O=C([O-])[O-], COC(=O)c1ccc(O)c(OC)c1, CC(C)=O, [K+], [K+]. Product: COC(=O)c1ccc(OCc2ccccc2)c(OC)c1. RXN SMILES: [Br:1][CH2:2][c:3]1[cH:4][cH:5][cH:6][cH:7][cH:8]1.[C:9](=[O:10])([O-:11])[O-:12].[CH3:15][O:16][C:17](=[O:18])[c:19]1[cH:20][cH:21][c:22]([OH:23])[c:24]([O:25][CH3:26])[cH:27]1.[CH3:28][C:29](=[O:30])[CH3:31].[K+:13].[K+:14]>>[CH2:2]([c:3]1[cH:4][cH:5][cH:6][cH:7][cH:8]1)[O:23][c:22]1[cH:21][cH:20][c:19]([C:17]([O:16][CH3:15])=[O:18])[cH:27][c:24]1[O:25][CH3:26]. Starting materials: ClC1=C(C=2N(C=C1)C(N(N2)CC=2C=NC(=CC2)C(F)(F)F)=O)C2=CC=NC=C2 (7-chloro-8-(pyridin-4-yl)-2-((6-(trifluoromethyl)pyridin-3-yl)methyl)-[1,2,4]triazolo[4,3-a]pyridin-3(2H)-one), ClC1=CC=C(C=C1)B(O)O (4-chlorophenylboronic acid). The reagents and catalysts are C=1C=CC(=CC1)[P](C=2C=CC=CC2)(C=3C=CC=CC3)[Pd]([P](C=4C=CC=CC4)(C=5C=CC=CC5)C=6C=CC=CC6)([P](C=7C=CC=CC7)(C=8C=CC=CC8)C=9C=CC=CC9)[P](C=1C=CC=CC1)(C=1C=CC=CC1)C=1C=CC=CC1 ((Ph3P)4Pd). The solvent is C1(=CC=CC=C1)C (toluene), C([O-])([O-])=O.[Na+].[Na+] (sodium carbonate). Run at temperature 100 celsius, time 2 hour. Yields the product ClC1=CC=C(C=C1)C1=C(C=2N(C=C1)C(N(N2)CC=2C=NC(=CC2)C(F)(F)F)=O)C2=CC=NC=C2 (7-(4-chlorophenyl)-8-(pyridin-4-yl)-2-((6-(trifluoromethyl)pyridin-3-yl)methyl)-[1,2,4]triazolo[4,3-a]pyridin-3(2H)-one). The yield is 83.0%. As a reaction SMILES: Cl[C:2]1[CH:7]=[CH:6][N:5]2[C:8](=[O:22])[N:9]([CH2:11][C:12]3[CH:13]=[N:14][C:15]([C:18]([F:21])([F:20])[F:19])=[CH:16][CH:17]=3)[N:10]=[C:4]2[C:3]=1[C:23]1[CH:28]=[CH:27][N:26]=[CH:25][CH:24]=1.[Cl:29][C:30]1[CH:35]=[CH:34][C:33](B(O)O)=[CH:32][CH:31]=1>C1(C)C=CC=CC=1.C(=O)([O-])[O-].[Na+].[Na+].C1C=CC([P]([Pd]([P](C2C=CC=CC=2)(C2C=CC=CC=2)C2C=CC=CC=2)([P](C2C=CC=CC=2)(C2C=CC=CC=2)C2C=CC=CC=2)[P](C2C=CC=CC=2)(C2C=CC=CC=2)C2C=CC=CC=2)(C2C=CC=CC=2)C2C=CC=CC=2)=CC=1>[Cl:29][C:30]1[CH:35]=[CH:34][C:33]([C:2]2[CH:7]=[CH:6][N:5]3[C:8](=[O:22])[N:9]([CH2:11][C:12]4[CH:13]=[N:14][C:15]([C:18]([F:19])([F:20])[F:21])=[CH:16][CH:17]=4)[N:10]=[C:4]3[C:3]=2[C:23]2[CH:28]=[CH:27][N:26]=[CH:25][CH:24]=2)=[CH:32][CH:31]=1 |f:3.4.5,^1:55,57,76,95|. Procedure details: To a suspension of 7-chloro-8-(pyridin-4-yl)-2-((6-(trifluoromethyl)pyridin-3-yl)methyl)-[1,2,4]triazolo[4,3-a]pyridin-3(2H)-one (165 mg, 0.40 mmol), 4-chlorophenylboronic acid (190 mg, 1.20 mmol) in toluene (3.0 mL) and 2.0 M aqueous sodium carbonate (0.66 mL) was added (Ph3P)4Pd (70 mg, 0.06 mmol) in one portion, and the resulting yellow mixture was vigorously stirred under argon in a 100° C. oil bath for 2 h. HPLC/MS analysis indicated that the reaction was complete. After cooling to room tem... Starting materials: CC1=NC=CC=C1O (2-methyl-3-hydroxypyridine), O1CCCC1 (tetrahydrofuran), mixture 2, [Cl-].[NH4+] (ammonium chloride), C(C)(C)N=CC (isopropyliminoethane). The solvent is C(CCC)[Li] (n-butyllithium), CCCCCC (hexane). The product is OC=1C(=NC=CC1)C(CNC(C)C)C (N-[2-(3-hydroxy-2-pyridyl)propyl]-isopropylamine), Formula II. Reaction SMILES: [CH3:1][C:2]1[C:7]([OH:8])=[CH:6][CH:5]=[CH:4][N:3]=1.[CH:9]([N:12]=[CH:13]C)([CH3:11])[CH3:10].[Cl-].[NH4+].O1CCC[CH2:18]1>C([Li])CCC.CCCCCC>[OH:8][C:7]1[C:2]([CH:1]([CH3:18])[CH2:13][NH:12][CH:9]([CH3:11])[CH3:10])=[N:3][CH:4]=[CH:5][CH:6]=1 |f:2.3|. Reported procedure: To the solution of 10.9 g of 2-methyl-3-hydroxypyridine in 400 ml of tetrahydrofuran, 88 ml of 2.5 molar n-butyllithium in hexane are added dropwise while stirring under nitrogen and keeping the temperature at about 0°. Stirring is continued for 2 hours at 0°-5°, whereupon 0.2 g of isopropyliminoethane are added rapidly and the temperature is maintained at 0°-5°. After stirring the resulting mixture 2 more hours at said temperature, it is poured into 200 ml of saturated aqueous ammonium chloride... The reactants are [H-].[Na+] (sodium hydride), COC=1C=C(C(=O)OC)C=C(C1OC)OC (methyl 3,4,5-trimethoxybenzoate), Cl (hydrochloric acid), crude product, CC(C(C)(C)C)=O (pinacolone). The solvent is O1CCCC1 (tetrahydrofuran), CCCCCC (Hexane). Run at time 5 hour. Product: COC=1C=C(C=C(C1OC)OC)C(CC(C(C)(C)C)=O)=O (3,4,5-trimethoxyphenyl-4,4-dimethylpentane-1,3-dione). The yield is 73.6%. Reaction SMILES: [H-].[Na+].[CH3:3][O:4][C:5]1[CH:6]=[C:7]([CH:12]=[C:13]([O:17][CH3:18])[C:14]=1[O:15][CH3:16])[C:8]([O:10]C)=O.[CH3:19][C:20](=[O:25])[C:21]([CH3:24])([CH3:23])[CH3:22].Cl>CCCCCC.O1CCCC1>[CH3:18][O:17][C:13]1[CH:12]=[C:7]([C:8](=[O:10])[CH2:19][C:20](=[O:25])[C:21]([CH3:24])([CH3:23])[CH3:22])[CH:6]=[C:5]([O:4][CH3:3])[C:14]=1[O:15][CH3:16] |f:0.1|. Procedure details: In a 200 ml three-necked flask equipped with a mechanical stirrer, dropping funnel, reflux condenser, and a nitogen-inlet tube, 3.0 gm (75 mmol) of 60% sodium hydride, 10 gm (44.3 mmol) of methyl 3,4,5-trimethoxybenzoate, and 80 ml of anhydrous tetrahydrofuran were mixed with stirring under nitrogen stream, and refluxed with heating while 5.3 gm (53.2 mmol) of pinacolone was added dropwise. Refluxing under heat was continued for 5 hours. After cooling the reaction mixture, 45 ml of 2N hydrochlor...